This data is from the Open Reaction Database (ORD), a public repository of structured organic reaction records. The task is: describe an organic reaction: reactants, conditions, products, and yield Starting materials: COC(=O)C1=NN(N=C1C(=O)Cl)C (5-Chlorocarbonyl-2-methyl-2H-1,2,3-triazole-4-carboxylic acid methyl ester), C(C)N(C(C)C)C(C)C (ethyl-diisopropyl-amine). Reagents/catalysts: [Pd] (Pd/C). The solvent is C(C)(=O)OCC (ethyl acetate), C1CCOC1 (THF). The product is COC(=O)C1=NN(N=C1C=O)C (5-formyl-2-methyl-2H-1,2,3-triazole-4-carboxylic acid methyl ester). Reaction SMILES: [CH3:1][O:2][C:3]([C:5]1[C:9]([C:10](Cl)=[O:11])=[N:8][N:7]([CH3:13])[N:6]=1)=[O:4].C(N(C(C)C)C(C)C)C>C1COCC1.C(OCC)(=O)C.[Pd]>[CH3:1][O:2][C:3]([C:5]1[C:9]([CH:10]=[O:11])=[N:8][N:7]([CH3:13])[N:6]=1)=[O:4]. Procedure: To a solution of freshly prepared 5-Chlorocarbonyl-2-methyl-2H-1,2,3-triazole-4-carboxylic acid methyl ester (2.7 g; ca. 13 mmol) in THF (270 ml) was added ethyl-diisopropyl-amine (1.88 g; 1.1 eq.). The mixture was hydrogenated in the presence of 2.7 g 10% Pd/C at 0-5° C. at normal pressure for 2½ hours and subsequently filtered from the catalyst. The clear solution was evaporated to give the crude as a solid which was dissolved again in ethyl acetate and stirred for a couple of minutes with sil... Reactants: ClC1=C(C=O)C=CC=C1 (2-chloro-benzaldehyde), C(C)OC(CC(=O)COCCCl)=O (Ethyl-4-(2-chloroethoxy)-acetoacetate), N1CCCCC1 (piperidine). Reagents/catalysts: C(C)(=O)O.N1CCCCC1 (piperidine acetate). The solvent is C(C)(C)O (isopropanol). Product: C(C)OC(C(C(=O)COCCCl)=CC1=C(C=CC=C1)Cl)=O (Ethyl-4-(2-chloroethoxy)-2-(2-chlorobenzylidene)-acetoacetate). Yield: 97.0%. As a reaction SMILES: [Cl:1][C:2]1[CH:9]=[CH:8][CH:7]=[CH:6][C:3]=1[CH:4]=O.[CH2:10]([O:12][C:13](=[O:22])[CH2:14][C:15]([CH2:17][O:18][CH2:19][CH2:20][Cl:21])=[O:16])[CH3:11].N1CCCCC1>C(O)(C)C.C(O)(=O)C.N1CCCCC1>[CH2:10]([O:12][C:13](=[O:22])[C:14](=[CH:4][C:3]1[CH:6]=[CH:7][CH:8]=[CH:9][C:2]=1[Cl:1])[C:15]([CH2:17][O:18][CH2:19][CH2:20][Cl:21])=[O:16])[CH3:11] |f:4.5|. Reported procedure: 16.64 g (0.118 mole) of 2-chloro-benzaldehyde (V) and 24.7 g (0.118 mole) of ethyl-4-(2-chloroethoxy)-acetoacetate (IV) are reacted in 365 ml of isopropanol in the presence of a piperidine acetate catalyst [10 g (11.8 millimoles) of piperidine+0.7 g (11.8 millimoles) of acetic acid] at room temperature for 10 hours. The reaction mixture is evaporated, the residual oil is dissolved in dichloro methane, washed with water and dried. The organic phase is evaporated in vacuo. Thus 37.9 g of the desir... Reactants: ClCCl, CCOC(C)=O, CCN(CC1CCCCC1)c1ccc(C(F)(F)F)cc1CN(Cc1cc(C(F)(F)F)cc(C(F)(F)F)c1)c1ncc(OCCCO)cn1. Yields the product CCN(CC1CCCCC1)c1ccc(C(F)(F)F)cc1CN(Cc1cc(C(F)(F)F)cc(C(F)(F)F)c1)c1ncc(OCCC(=O)O)cn1. Reaction SMILES: [CH2:55]([Cl:56])[Cl:57].[CH3:49][CH2:50][O:51][C:52](=[O:53])[CH3:54].[F:1][C:2]([c:3]1[cH:4][c:5]([CH2:6][N:7]([c:8]2[n:9][cH:10][c:11]([O:14][CH2:15][CH2:16][CH2:17][OH:18])[cH:12][n:13]2)[CH2:19][c:20]2[c:21]([N:30]([CH2:31][CH3:32])[CH2:33][CH:34]3[CH2:35][CH2:36][CH2:37][CH2:38][CH2:39]3)[cH:22][cH:23][c:24]([C:26]([F:27])([F:28])[F:29])[cH:25]2)[cH:40][c:41]([C:43]([F:44])([F:45])[F:46])[cH:42]1)([F:47])[F:48]>>[F:1][C:2]([c:3]1[cH:4][c:5]([CH2:6][N:7]([c:8]2[n:9][cH:10][c:11]([O:14][CH2:15][CH2:16][C:17](=[O:18])[OH:51])[cH:12][n:13]2)[CH2:19][c:20]2[c:21]([N:30]([CH2:31][CH3:32])[CH2:33][CH:34]3[CH2:35][CH2:36][CH2:37][CH2:38][CH2:39]3)[cH:22][cH:23][c:24]([C:26]([F:27])([F:28])[F:29])[cH:25]2)[cH:40][c:41]([C:43]([F:44])([F:45])[F:46])[cH:42]1)([F:47])[F:48]. The reactants are CCc1[nH]c(C(=O)O)cc1Br, ClCCCl, CCN(C(C)C)C(C)C, Cl, NC(=O)c1cc(Cl)nc(N2CCC(N)CC2)c1, CN(C)C=O. RXN SMILES: [Br:14][c:15]1[cH:16][c:17]([C:22](=[O:23])[OH:24])[nH:18][c:19]1[CH2:20][CH3:21].[CH2:10]([Cl:11])[CH2:12][Cl:13].[CH:1]([N:2]([CH:3]([CH3:4])[CH3:5])[CH2:6][CH3:7])([CH3:8])[CH3:9].[ClH:25].[NH2:26][CH:27]1[CH2:28][CH2:29][N:30]([c:33]2[cH:34][c:35]([C:36](=[O:37])[NH2:38])[cH:39][c:40]([Cl:42])[n:41]2)[CH2:31][CH2:32]1.[O:43]=[CH:44][N:45]([CH3:46])[CH3:47]>>[Br:14][c:15]1[cH:16][c:17]([C:22](=[O:24])[NH:26][CH:27]2[CH2:28][CH2:29][N:30]([c:33]3[cH:34][c:35]([C:36](=[O:37])[NH2:38])[cH:39][c:40]([Cl:42])[n:41]3)[CH2:31][CH2:32]2)[nH:18][c:19]1[CH2:20][CH3:21]. Yields the product CCc1[nH]c(C(=O)NC2CCN(c3cc(C(N)=O)cc(Cl)n3)CC2)cc1Br. Starting materials: N[C@@H](C(C)C)C(=O)O (L-valine), CC(=O)C (acetone), [H][H] (hydrogen), [H][H] (hydrogen). Reagents/catalysts: [Pd] (Pd/C). The solvent is C(C)O (ethanol). Conditions: time 2.5 hour. Yields the product C(C)(C)N[C@H](C(=O)O)C(C)C ((S)-2-Isopropylamino-3-methyl-butyric acid). Isolated yield 91.6%. As a reaction SMILES: [NH2:1][C@H:2]([C:6]([OH:8])=[O:7])[CH:3]([CH3:5])[CH3:4].[CH3:9][C:10]([CH3:12])=O.[H][H]>C(O)C.[Pd]>[CH:10]([NH:1][C@@H:2]([CH:3]([CH3:5])[CH3:4])[C:6]([OH:8])=[O:7])([CH3:12])[CH3:9]. Procedure: A mixture of L-valine (29.29 g, 250 mmol)6 and acetone (18.36 mL, 500 mmol, Malinckrodt Baker Inc., Paris, Ky. 40361) was agitated in an atmosphere of hydrogen (pressure, 41-50 psi) at room temperature in 500 mL ethanol in the presence of Pd/C (20%, 4 g) until the absorption of hydrogen had ceased. The mixture was filtered, and the filter cake washed with 450 mL 1 M HCl. The filtrate was treated with concentrated aqueous sodium hydroxide (29.8%) to adjust the pH to 5.5, and concentrated to dryne... Starting materials: ClCc1ccc(-c2cc3c(Nc4ccc(OCc5ccccc5)cc4)ncnc3[nH]2)cc1, CNC, CCO. Product: CN(C)Cc1ccc(-c2cc3c(Nc4ccc(OCc5ccccc5)cc4)ncnc3[nH]2)cc1. RXN SMILES: [CH2:1]([c:2]1[cH:3][cH:4][cH:5][cH:6][cH:7]1)[O:8][c:9]1[cH:10][cH:11][c:12]([NH:15][c:16]2[c:17]3[c:18]([n:19][cH:20][n:21]2)[nH:22][c:23](-[c:25]2[cH:26][cH:27][c:28]([CH2:31][Cl:32])[cH:29][cH:30]2)[cH:24]3)[cH:13][cH:14]1.[CH3:33][NH:34][CH3:35].[CH3:36][CH2:37][OH:38]>>[CH2:1]([c:2]1[cH:3][cH:4][cH:5][cH:6][cH:7]1)[O:8][c:9]1[cH:10][cH:11][c:12]([NH:15][c:16]2[c:17]3[c:18]([n:19][cH:20][n:21]2)[nH:22][c:23](-[c:25]2[cH:26][cH:27][c:28]([CH2:31][N:34]([CH3:33])[CH3:35])[cH:29][cH:30]2)[cH:24]3)[cH:13][cH:14]1. Reactants: COC1=CC=C(C(=O)C2=CC=C(C=C2)OC)C=C1 (4,4'-dimethoxybenzophenone), ClP(OCC)(OCC)=O (diethyl chlorophosphonate), C(C)(C)NC(C)C (diisopropylamine), C(C)(C)(C)N=CC (acetaldehyde N-tert-butylimine). Product: COC1=CC=C(C=C1)C(=CC=O)C1=CC=C(C=C1)OC (3,3-bis(4-Methoxyphenyl)-2-propenal). Procedure details: The compound was prepared according to the procedure described in Example 84 except that the reaction time was extended to 68 hours. The following reagents were used: 4,4'-dimethoxybenzophenone (24.2 g), diisopropylamine (32.2 mL) 1.55M n-butyl lithium in hexane (148 mL). acetaldehyde N-tert-butylimine (14.75 mL), diethyl chlorophosphonate (16.6 mL) and tetrahydrofurane (200 mL). The usual work up furnished 25.6 g of an orange oil which was crystallized from ether-hexane to give 22.7 g of 3,3-bi... Reaction conditions: time 68 hour. The solvent is CCCCCC (hexane), O1CCCC1 (tetrahydrofurane). As a reaction SMILES: [CH3:1][O:2][C:3]1[CH:18]=[CH:17][C:6]([C:7]([C:9]2[CH:14]=[CH:13][C:12]([O:15][CH3:16])=[CH:11][CH:10]=2)=O)=[CH:5][CH:4]=1.C(NC(C)C)(C)C.C(N=CC)(C)(C)C.ClP(=O)(OCC)[O:35][CH2:36][CH3:37]>CCCCCC.O1CCCC1>[CH3:1][O:2][C:3]1[CH:18]=[CH:17][C:6]([C:7]([C:9]2[CH:14]=[CH:13][C:12]([O:15][CH3:16])=[CH:11][CH:10]=2)=[CH:37][CH:36]=[O:35])=[CH:5][CH:4]=1.